From a dataset of the Open Reaction Database (ORD), a public repository of structured organic reaction records. describe an organic reaction: reactants, conditions, products, and yield Reactants: CN([C@H](CC1=CC=CC=C1)C1=NN=C(O1)C(=O)N)C([C@@H](CC1=CC2=CC=CC=C2C=C1)NC)=O (5-((1R)-1-(Methyl((2R)-2-methylamino-3-(2-naphthyl)propionyl)amino)-2-phenylethyl)-[1,3,4]oxadiazol-2-carboxylic acid amide), C(C)(C)(C)OC(=O)NC(/C=C/C(=O)O)(C)C ((2E)-4-tert-Butoxycarbonylamino-4-methylpent-2-enoic acid), ON1N=NC2=C1N=CC=C2 (1-Hydroxy-7-azabenzotriazole), Cl.CN(CCCN=C=NCC)C (N-(3-dimethylaminopropyl)-N'-ethylcarbodiimide hydrochloride), C(C)N(C(C)C)C(C)C (ethyldiisopropylamine). Solvent: ClCCl (dichloromethane), C(C)(=O)OCC (ethyl acetate). Reaction conditions: time 15 minute. Yields the product C(C)(C)(C)OC(NC(\C=C\C(N(C)[C@H](CC1=CC2=CC=CC=C2C=C1)C(N(C)[C@H](CC1=CC=CC=C1)C=1OC(=NN1)C(N)=O)=O)=O)(C)C)=O (((E)-3-(((1R)-1-(((1R)-1-(5-carbamoyl-[1,3,4]oxadiazol-2-yl)-2-phenylethyl)methylcarbamoyl)-2-(2-naphthyl)ethyl)methylcarbamoyl)-1,1-dimethylallyl)carbamic acid tert-butyl ester). The yield is 36.2%. Reaction SMILES: [C:1]([O:5][C:6]([NH:8][C:9]([CH3:16])([CH3:15])/[CH:10]=[CH:11]/[C:12]([OH:14])=O)=[O:7])([CH3:4])([CH3:3])[CH3:2].ON1C2N=CC=CC=2N=N1.Cl.CN(C)CCCN=C=NCC.[CH3:39][N:40]([C:57](=[O:72])[C@H:58]([NH:70][CH3:71])[CH2:59][C:60]1[CH:69]=[CH:68][C:67]2[C:62](=[CH:63][CH:64]=[CH:65][CH:66]=2)[CH:61]=1)[C@@H:41]([C:49]1[O:53][C:52]([C:54]([NH2:56])=[O:55])=[N:51][N:50]=1)[CH2:42][C:43]1[CH:48]=[CH:47][CH:46]=[CH:45][CH:44]=1.C(N(C(C)C)C(C)C)C>ClCCl.C(OCC)(=O)C>[C:1]([O:5][C:6](=[O:7])[NH:8][C:9]([CH3:16])([CH3:15])/[CH:10]=[CH:11]/[C:12](=[O:14])[N:70]([C@@H:58]([C:57](=[O:72])[N:40]([C@@H:41]([C:49]1[O:53][C:52]([C:54](=[O:55])[NH2:56])=[N:51][N:50]=1)[CH2:42][C:43]1[CH:44]=[CH:45][CH:46]=[CH:47][CH:48]=1)[CH3:39])[CH2:59][C:60]1[CH:69]=[CH:68][C:67]2[C:62](=[CH:63][CH:64]=[CH:65][CH:66]=2)[CH:61]=1)[CH3:71])([CH3:2])([CH3:3])[CH3:4] |f:2.3|. Procedure details: (2E)-4-tert-Butoxycarbonylamino-4-methylpent-2-enoic acid (143 mg, 0.62 mmol) was dissolved in dichloromethane (4 ml). 1-Hydroxy-7-azabenzotriazole (85 mg, 0.62 mmol) and subsequently N-(3-dimethylaminopropyl)-N'-ethylcarbodiimide hydrochloride (119 mg, 0.62 mmol) were added. The solution was stirred for 15 min at room temp. 5-((1R)-1-(Methyl((2R)-2-methylamino-3-(2-naphthyl)propionyl)amino)-2-phenylethyl)-[1,3,4]oxadiazol-2-carboxylic acid amide (230 mg, 0.52 mmol) was added. The solution was s...